This data is from the Open Reaction Database (ORD), a public repository of structured organic reaction records. The task is: describe an organic reaction: reactants, conditions, products, and yield Reactants: C(C)(C)NC1=NC(=NC=C1C(=O)N)S(=O)C (4-(isopropylamino)-2-(methylsulfinyl)-pyrimidine-5-carboxamide), C(C)(C)NC1=NC(=NC=C1C(=O)N)S(=O)(=O)C (4-(isopropylamino)-2-(methylsulfonyl)pyrimidine-5-carboxamide), CN1CCCC1=O (NMP), Cl.NC12CCC(CC1)(CC2)O (4-aminobicyclo[2.2.2]octan-1-ol hydrochloride), CCN(C(C)C)C(C)C (DIEA). Run at temperature 100 celsius. The product is OC12CCC(CC1)(CC2)NC2=NC=C(C(=N2)NC(C)C)C(=O)N (2-(4-Hydroxybicyclo[2.2.2]octan-1-ylamino)-4-(isopropylamino)-pyrimidine-5-carboxamide). Isolated yield 8.2%. Reaction SMILES: [CH:1]([NH:4][C:5]1[C:10]([C:11]([NH2:13])=[O:12])=[CH:9][N:8]=[C:7](S(C)=O)[N:6]=1)([CH3:3])[CH3:2].C(NC1C(C(N)=O)=CN=C(S(C)(=O)=O)N=1)(C)C.CN1C(=O)CCC1.Cl.[NH2:42][C:43]12[CH2:50][CH2:49][C:46]([OH:51])([CH2:47][CH2:48]1)[CH2:45][CH2:44]2.CCN(C(C)C)C(C)C>>[OH:51][C:46]12[CH2:49][CH2:50][C:43]([NH:42][C:7]3[N:6]=[C:5]([NH:4][CH:1]([CH3:3])[CH3:2])[C:10]([C:11]([NH2:13])=[O:12])=[CH:9][N:8]=3)([CH2:48][CH2:47]1)[CH2:44][CH2:45]2 |f:3.4|. Reported procedure: To the solution of 4-(isopropylamino)-2-(methylsulfinyl)-pyrimidine-5-carboxamide and 4-(isopropylamino)-2-(methylsulfonyl)pyrimidine-5-carboxamide in NMP (from previous step, 2.8 mmol), 4-aminobicyclo[2.2.2]octan-1-ol hydrochloride (500 mg, 2.8 mmol), DIEA (1.1 g, 8.4 mmol) were added and heated at 100° C. for 3 d. The resulting mixture was concentrated under reduced pressure and the residue was purified by preparative thin layer chromatography to afford the final product (74.1 mg, 8.2% yield).... The reactants are CCN=C=NCCCN(C)C, CC(C)c1cccc(C(C)C)c1N, ClCCl, O, O=C(O)CN1CN(c2ccccc2)C2(CCCCC2)C1. Yields the product CC(C)c1cccc(C(C)C)c1NC(=O)CN1CN(c2ccccc2)C2(CCCCC2)C1. Reaction SMILES: [CH3:34][N:35]([CH3:36])[CH2:37][CH2:38][CH2:39][N:40]=[C:41]=[N:42][CH2:43][CH3:44].[CH:1]([CH3:2])([CH3:3])[c:4]1[c:5]([NH2:6])[c:7]([CH:11]([CH3:12])[CH3:13])[cH:8][cH:9][cH:10]1.[Cl:46][CH2:47][Cl:48].[OH2:45].[c:14]1([N:20]2[CH2:21][N:22]([CH2:30][C:31](=[O:32])[OH:33])[CH2:23][C:24]23[CH2:25][CH2:26][CH2:27][CH2:28][CH2:29]3)[cH:15][cH:16][cH:17][cH:18][cH:19]1>>[CH:1]([CH3:2])([CH3:3])[c:4]1[c:5]([NH:6][C:31]([CH2:30][N:22]2[CH2:21][N:20]([c:14]3[cH:15][cH:16][cH:17][cH:18][cH:19]3)[C:24]3([CH2:23]2)[CH2:25][CH2:26][CH2:27][CH2:28][CH2:29]3)=[O:32])[c:7]([CH:11]([CH3:12])[CH3:13])[cH:8][cH:9][cH:10]1. RXN SMILES: Br[CH2:2][CH2:3][CH2:4][C:5]#[N:6].[Br:7][C:8]1[CH:9]=[C:10]([CH:22]=[CH:23][C:24]=1[Cl:25])[C:11]([N:13]([C:15]1[CH:20]=[CH:19][CH:18]=[CH:17][C:16]=1[OH:21])[CH3:14])=[O:12]>CN(C=O)C>[Br:7][C:8]1[CH:9]=[C:10]([CH:22]=[CH:23][C:24]=1[Cl:25])[C:11]([N:13]([C:15]1[CH:20]=[CH:19][CH:18]=[CH:17][C:16]=1[O:21][CH2:2][CH2:3][CH2:4][C:5]#[N:6])[CH3:14])=[O:12]. Reported procedure: CsCO3 (5.17 g, 15.87 mmol) was added to a solution of 4-bromo-butyronitrile (0.63 mL, 6.35 mmol) and 3-bromo-4-chloro-N-(2-hydroxy-phenyl)-N-methyl-benzamide (1.80 g, 5.29 mmol, Step 3B) in DMF (20 mL). The mixture was stirred at room temperature for approximately 16 hrs and was partitioned between ethyl acetate and water. The ethyl acetate layer was separated, washed with water and brine, and was dried over MgSO4. The organic filtrate was evaporated to yield 3-bromo-4-chloro-N-[2-(3-cyano-propo... Yields the product BrC=1C=C(C(=O)N(C)C2=C(C=CC=C2)OCCCC#N)C=CC1Cl (3-bromo-4-chloro-N-[2-(3-cyano-propoxy)-phenyl]-N-methyl-benzamide). Conditions: time 16 hour. Solvent: CN(C)C=O (DMF). The reactants are CsCO3, BrCCCC#N (4-bromo-butyronitrile), BrC=1C=C(C(=O)N(C)C2=C(C=CC=C2)O)C=CC1Cl (3-bromo-4-chloro-N-(2-hydroxy-phenyl)-N-methyl-benzamide). The yield is 92.7%. The reactants are ClC1=CC(=NC2=CC=C(C=C12)C)N1CCS(C2=C(C1)C=CC=C2)(=O)=O (4-(4-chloro-6-methylquinolin-2-yl)-2,3,4,5-tetrahydro-1,4-benzothiazepine 1,1-dioxide), C(CCCCN)N (pentane-1,5-diamine). Yields the product O=S1(CCN(CC2=C1C=CC=C2)C2=NC1=CC=C(C=C1C(=C2)NCCCCCN)C)=O (N-[2-(1,1-Dioxido-2,3-dihydro-1,4-benzothiazepin-4(5H)-yl)-6-methylquinolin-4-yl]pentane-1,5-diamine). As a reaction SMILES: Cl[C:2]1[C:11]2[C:6](=[CH:7][CH:8]=[C:9]([CH3:12])[CH:10]=2)[N:5]=[C:4]([N:13]2[CH2:19][C:18]3[CH:20]=[CH:21][CH:22]=[CH:23][C:17]=3[S:16](=[O:25])(=[O:24])[CH2:15][CH2:14]2)[CH:3]=1.[CH2:26]([NH2:32])[CH2:27][CH2:28][CH2:29][CH2:30][NH2:31]>>[O:24]=[S:16]1(=[O:25])[C:17]2[CH:23]=[CH:22][CH:21]=[CH:20][C:18]=2[CH2:19][N:13]([C:4]2[CH:3]=[C:2]([NH:31][CH2:30][CH2:29][CH2:28][CH2:27][CH2:26][NH2:32])[C:11]3[C:6](=[CH:7][CH:8]=[C:9]([CH3:12])[CH:10]=3)[N:5]=2)[CH2:14][CH2:15]1. Reported procedure: The title compound was prepared in analogy to Example 3-1 in Scheme 5 by using 4-(4-chloro-6-methylquinolin-2-yl)-2,3,4,5-tetrahydro-1,4-benzothiazepine 1,1-dioxide (prepared in analogy to the one in Example 2-1) and pentane-1,5-diamine. MS obsd. (ESI+) [(M+H)+] 439, 1H NMR (400 MHz, CDCl3) δ ppm 7.96 (d, J=7.6 Hz, 1 H), 7.54 (d, J=6.8 Hz 1 H), 7.42 (m, 2 H), 7.30 (d, J=6.4 Hz, 1 H), 7.21 (m, 2 H), 5.81 (s, 1 H), 5.03 (s, 2 H), 4.61 (m, 2 H), 3.49 (brs, 2 H), 3.19 (m, 2 H), 2.71 (d, J=6.40 Hz, 2... Reactants: C1=C(NC(=O)NC1=O)Cl (4-chlorouracil), SC1=CC=C(C=C1)O (4-mercaptophenol), [OH-].[K+] (KOH). Run in C(C)O (ethanol). Yields the product OC1=CC=C(C=C1)SC1=CC(NC(N1)=O)=O (6-[(4-hydroxyphenyl)thio]-2,4(1H,3H)-pyrimidinedione). Isolated yield 77.6%. Reaction SMILES: [CH:1]1[C:7](=[O:8])[NH:6][C:4](=[O:5])[NH:3][C:2]=1Cl.[SH:10][C:11]1[CH:16]=[CH:15][C:14]([OH:17])=[CH:13][CH:12]=1.[OH-].[K+]>C(O)C>[OH:17][C:14]1[CH:15]=[CH:16][C:11]([S:10][C:2]2[NH:3][C:4](=[O:5])[NH:6][C:7](=[O:8])[CH:1]=2)=[CH:12][CH:13]=1 |f:2.3|. Reported procedure: A mixture of 4-chlorouracil (0.87 g, 6.0 mmol), 4-mercaptophenol(0.834 g, 6.6 mmol) and KOH (0.435 g, 6.6 mmol) in ethanol (36 ml) was heated to reflux for 24 h. The reaction was allowed to cool, was concentrated in vacuo, and acidified with 1 n HCl. The solids were collected, washed with water and dried to give 6-[(4-hydroxyphenyl)thio]-2,4(1H,3H)-pyrimidinedione (1.1 g, 80%) as a white solid. Reactants: [Cl-].ClC1[NH+](CCN1C)C (2-chloro-1,3-dimethylimidazolinium chloride), C1(=CC=C(C=C1)S(=O)(=O)O)C (p-toluenesulfonic acid). Solvent: C1(=CC=CC=C1)C (toluene). Yields the product C1(=CC=C(C=C1)S(=O)(=O)Cl)C (p-Toluenesulfonyl chloride). The yield is 93.2%. As a reaction SMILES: [Cl-].[Cl:2]C1N(C)CC[NH+]1C.[C:10]1([CH3:20])[CH:15]=[CH:14][C:13]([S:16](O)(=[O:18])=[O:17])=[CH:12][CH:11]=1>C1(C)C=CC=CC=1>[C:10]1([CH3:20])[CH:15]=[CH:14][C:13]([S:16]([Cl:2])(=[O:18])=[O:17])=[CH:12][CH:11]=1 |f:0.1|. Reported procedure: To 9.72 g (0.0575 mole) of 2-chloro-1,3-dimethylimidazolinium chloride, 83 g of toluene was added and successively 8.61 g (0.05 mole) of p-toluenesulfonic acid was added. The mixture was reacted at 110° C. for 4 hours. The reaction mass was analyzed by gas chromatography. p-Toluenesulfonyl chloride was obtained in the yield of 93.2%. Starting materials: CC(=O)O, CCO, COc1nc(CO)cc(C)c1C#N. Yields the product COc1nc(CO)cc(C)c1CN. RXN SMILES: [C:14]([OH:15])(=[O:16])[CH3:17].[CH3:18][CH2:19][OH:20].[OH:1][CH2:2][c:3]1[n:4][c:5]([O:12][CH3:13])[c:6]([C:7]#[N:8])[c:9]([CH3:11])[cH:10]1>>[OH:1][CH2:2][c:3]1[n:4][c:5]([O:12][CH3:13])[c:6]([CH2:7][NH2:8])[c:9]([CH3:11])[cH:10]1. Reaction SMILES: [CH2:1]([OH:4])[C:2]#[CH:3].[N:5]([CH2:8][C@@H:9]([NH:14][C:15]1[C:20]([F:21])=[CH:19][N:18]=[C:17]([Cl:22])[N:16]=1)[C:10]([CH3:13])([CH3:12])[CH3:11])=[N+:6]=[N-:7]>C1COCC1.C1(C)C=CC=CC=1>[Cl:22][C:17]1[N:16]=[C:15]([NH:14][C@@H:9]([C:10]([CH3:12])([CH3:11])[CH3:13])[CH2:8][N:5]2[CH:3]=[C:2]([CH2:1][OH:4])[N:7]=[N:6]2)[C:20]([F:21])=[CH:19][N:18]=1. Procedure: A mixture of prop-2-yn-1-ol (0.22 g, 3.85 mmol) and (S)—N-(1-azido-3,3-dimethylbutan-2-yl)-2-chloro-5-fluoropyrimidin-4-amine, 216a, (0.21 g, 0.77 mmol) in THF (4 mL) and toluene (4 mL) was heated in a pressure vial at 120° C. for 8 hours. The reaction mixture was cooled to room temperature and concentrated under reduced pressure. The crude product which contained two regioisomers was purified by silica gel chromatography (0-5% MeOH/CH2Cl2 gradient) to afford 100 mg of desired regioisomer, 217a,... Reactants: C(C#C)O (prop-2-yn-1-ol), N(=[N+]=[N-])C[C@H](C(C)(C)C)NC1=NC(=NC=C1F)Cl ((S)—N-(1-azido-3,3-dimethylbutan-2-yl)-2-chloro-5-fluoropyrimidin-4-amine), N(=[N+]=[N-])C[C@H](C(C)(C)C)NC1=NC(=NC=C1F)Cl ((S)—N-(1-azido-3,3-dimethylbutan-2-yl)-2-chloro-5-fluoropyrimidin-4-amine). The product is ClC1=NC=C(C(=N1)N[C@H](CN1N=NC(=C1)CO)C(C)(C)C)F ((S)-(1-(2-((2-chloro-5-fluoropyrimidin-4-yl)amino)-3,3-dimethylbutyl)-1H-1,2,3-triazol-4-yl)methanol). Reaction conditions: temperature 120 celsius. Run in C1CCOC1 (THF), C1(=CC=CC=C1)C (toluene). The reactants are C(C)(=O)NCC1=NC=CC=C1OCC1=CC=CC=C1 (2-acetamidomethyl-3-(phenylmethoxy)pyridine), P(=O)(Cl)(Cl)Cl (phosphorous oxychloride). Product: Cl.CC1=NC=C2N1C=CC=C2OCC2=CC=CC=C2 (3-methyl-8-(phenylmethoxy)imidazo[1,5-a]pyridine hydrochloride). As a reaction SMILES: [C:1]([NH:4][CH2:5][C:6]1[C:11]([O:12][CH2:13][C:14]2[CH:19]=[CH:18][CH:17]=[CH:16][CH:15]=2)=[CH:10][CH:9]=[CH:8][N:7]=1)(=O)[CH3:2].P(Cl)(Cl)([Cl:22])=O>>[ClH:22].[CH3:2][C:1]1[N:7]2[CH:8]=[CH:9][CH:10]=[C:11]([O:12][CH2:13][C:14]3[CH:19]=[CH:18][CH:17]=[CH:16][CH:15]=3)[C:6]2=[CH:5][N:4]=1 |f:2.3|. Reported procedure: Heat under reflux for 0.5 hours a mixture of 5 gms of the compound produced in Example 3 and 75 ml phosphorous oxychloride. Cool the reaction mixture to room temperature and remove the phosphorous oxychloride under reduced pressure. Partition the residue between chloroform and an aqueous solution of sodium bicarbonate. Separate the chloroform layer and dry over potassium carbonate. Filter the resulting dry solution and remove the chloroform from the filtrate under reduced pressure. Chromatograph... The reactants are CC(C)(C)[O-], CC(C)OC(C)C, COC(=O)Cl, CCC(CC(N)=O)Nc1ccc(C(F)(F)F)cc1, [Li+]. Yields the product CCC(CC(=O)NC(=O)OC)Nc1ccc(C(F)(F)F)cc1. Reaction SMILES: [CH3:24][C:25]([CH3:26])([O-:27])[CH3:28].[CH:30]([O:31][CH:32]([CH3:33])[CH3:34])([CH3:35])[CH3:36].[Cl:19][C:20](=[O:21])[O:22][CH3:23].[F:1][C:2]([c:3]1[cH:4][cH:5][c:6]([NH:9][CH:10]([CH2:11][C:12](=[O:13])[NH2:14])[CH2:15][CH3:16])[cH:7][cH:8]1)([F:17])[F:18].[Li+:29]>>[F:1][C:2]([c:3]1[cH:4][cH:5][c:6]([NH:9][CH:10]([CH2:11][C:12](=[O:13])[NH:14][C:20](=[O:21])[O:22][CH3:23])[CH2:15][CH3:16])[cH:7][cH:8]1)([F:17])[F:18].